Task: describe an organic reaction: reactants, conditions, products, and yield. Dataset: the Open Reaction Database (ORD), a public repository of structured organic reaction records Product: C(#N)C(C1=CC=C(C(=O)OC(C)(C)C)C=C1)P(=O)(OCC)OCC (Tert-butyl 4-[cyano(diethoxyphosphoryl)methyl]benzoate). Reported procedure: Diethyl cyanomethylphosphonate (0.35 ml, 2.164 mmol), tert-butyl 4-bromobenzoate (0.5096 g, 1.982 mmol), bis(tri-t-butylphosphine)palladium (0.051 g, 0.099 mmol), potassium phosphate, tribasic (1.2381 g, 5.83 mmol) and toluene (6 ml) were combined in a flask. Nitrogen was bubbled through the reaction for approximately two minutes to deoxygenate the reaction. The reaction was allowed to heat at 100° C. until complete (3-24 h). The reaction was filtered over celite. The resulting material was part... Conditions: temperature 100 celsius. RXN SMILES: [C:1]([CH2:3][P:4](=[O:11])([O:8][CH2:9][CH3:10])[O:5][CH2:6][CH3:7])#[N:2].Br[C:13]1[CH:25]=[CH:24][C:16]([C:17]([O:19][C:20]([CH3:23])([CH3:22])[CH3:21])=[O:18])=[CH:15][CH:14]=1.P([O-])([O-])([O-])=O.[K+].[K+].[K+]>CC(C)([P](C(C)(C)C)([Pd][P](C(C)(C)C)(C(C)(C)C)C(C)(C)C)C(C)(C)C)C.C1(C)C=CC=CC=1>[C:1]([CH:3]([P:4]([O:8][CH2:9][CH3:10])([O:5][CH2:6][CH3:7])=[O:11])[C:13]1[CH:25]=[CH:24][C:16]([C:17]([O:19][C:20]([CH3:21])([CH3:22])[CH3:23])=[O:18])=[CH:15][CH:14]=1)#[N:2] |f:2.3.4.5,^1:36,42|. Starting materials: C(#N)CP(OCC)(OCC)=O (Diethyl cyanomethylphosphonate), BrC1=CC=C(C(=O)OC(C)(C)C)C=C1 (tert-butyl 4-bromobenzoate), P(=O)([O-])([O-])[O-].[K+].[K+].[K+] (potassium phosphate). Solvent: C1(=CC=CC=C1)C (toluene). Reagents/catalysts: CC(C)([P](C(C)(C)C)([Pd][P](C(C)(C)C)(C(C)(C)C)C(C)(C)C)C(C)(C)C)C (bis(tri-t-butylphosphine)palladium). RXN SMILES: [CH3:2][O:3][c:4]1[cH:5][cH:6][c:7]2[c:16]([cH:17]1)[C:15]13[CH:10]([CH:9]([CH2:8]2)[NH:20][CH2:19][CH2:18]1)[CH:11]([CH3:22])[CH2:12][C:13](=[O:21])[CH2:14]3.[CH:23]1([CH2:27][Br:28])[CH2:24][CH2:25][CH2:26]1.[CH:29]1([CH2:30][Br:31])[CH2:32][CH2:33]1.[ClH:1].[ClH:34]>>[CH3:2][O:3][c:4]1[cH:5][cH:6][c:7]2[c:16]([cH:17]1)[C:15]13[CH:10]([CH:9]([CH2:8]2)[N:20]([CH2:27][CH:23]2[CH2:24][CH2:25][CH2:26]2)[CH2:19][CH2:18]1)[CH:11]([CH3:22])[CH2:12][C:13](=[O:21])[CH2:14]3.[ClH:1]. Starting materials: COc1ccc2c(c1)C13CCNC(C2)C1C(C)CC(=O)C3, BrCC1CCC1, BrCC1CC1, Cl, Cl. The product is COc1ccc2c(c1)C13CCN(CC4CCC4)C(C2)C1C(C)CC(=O)C3, Cl. The reactants are C(C)(C)(C)C1=NNC(=C1)O (3-tert-butyl-5-hydroxy-1H-pyrazole), BrCC1=CC=C(C(=O)OC)C=C1 (methyl 4-(bromomethyl)benzoate), C([O-])([O-])=O.[K+].[K+] (potassium carbonate), CN(C=O)C (N,N-dimethylformamide). Solvent: O (Water). Reaction conditions: temperature 60 celsius, time 8 hour. Product: C(C)(C)(C)C1=NN(C(=C1)OCC1=CC=C(C=C1)C(=O)OC)CC1=CC=C(C(=O)OC)C=C1 (methyl 4-[(3-tert-butyl-5-{[4-(methoxycarbonyl)benzyl]oxy}-1H-pyrazol-1-yl)methyl]benzoate). Yield: 44.0%. Reaction SMILES: [C:1]([C:5]1[CH:9]=[C:8]([OH:10])[NH:7][N:6]=1)([CH3:4])([CH3:3])[CH3:2].Br[CH2:12][C:13]1[CH:22]=[CH:21][C:16]([C:17]([O:19][CH3:20])=[O:18])=[CH:15][CH:14]=1.[C:23](=[O:26])([O-])[O-].[K+].[K+].CN(C)[CH:31]=[O:32]>O>[C:1]([C:5]1[CH:9]=[C:8]([O:10][CH2:12][C:13]2[CH:22]=[CH:21][C:16]([C:17]([O:19][CH3:20])=[O:18])=[CH:15][CH:14]=2)[N:7]([CH2:12][C:13]2[CH:22]=[CH:21][C:16]([C:23]([O:32][CH3:31])=[O:26])=[CH:15][CH:14]=2)[N:6]=1)([CH3:4])([CH3:3])[CH3:2] |f:2.3.4|. Procedure: A mixture of 3-tert-butyl-5-hydroxy-1H-pyrazole (5.00 g, 35.7 mmol), methyl 4-(bromomethyl)benzoate (17.2 g, 74.9 mmol), potassium carbonate (10.5 g, 76.0 mmol) and N,N-dimethylformamide (50 mL) was stirred overnight at 60° C. Water was added to the reaction mixture, and the mixture was extracted with ethyl acetate. The extract was washed with saturated brine, dried over anhydrous magnesium sulfate, and concentrated under reduced pressure. The residue was purified by silica gel column chromatogr... The reactants are COC1=C(CN(S(=O)(=O)C2=C(C=C(C(=C2)F)O[C@@H]2[C@H](C[C@H](C2)OC)C2=CC=NN2C)F)C2=NC=NC=C2)C=CC(=C1)OC (N-(2,4-dimethoxybenzyl)-2,5-difluoro-4-{[(1S*,2R*,4R*)-4-methoxy-2-(1-methyl-1H-pyrazol-5-yl)cyclopentyl]oxy}-N-(pyrimidin-4-yl)benzenesulfonamide), C(C)[SiH](CC)CC (triethylsilane), FC(C(=O)O)(F)F (trifluoroacetic acid). Run in ClCCl (dichloromethane). The product is FC1=C(C=C(C(=C1)O[C@@H]1[C@H](C[C@H](C1)OC)C1=CC=NN1C)F)S(=O)(=O)NC1=NC=NC=C1 (2,5-Difluoro-4-{[(1S*,2R*,4R*)-4-methoxy-2-(1-methyl-1H-pyrazol-5-yl)cyclopentyl]oxy}-N-(pyrimidin-4-yl)benzenesulfonamide). Yield: 81.1%. As a reaction SMILES: COC1C=C(OC)C=CC=1C[N:6]([C:32]1[CH:37]=[CH:36][N:35]=[CH:34][N:33]=1)[S:7]([C:10]1[CH:15]=[C:14]([F:16])[C:13]([O:17][C@H:18]2[CH2:22][C@H:21]([O:23][CH3:24])[CH2:20][C@@H:19]2[C:25]2[N:29]([CH3:30])[N:28]=[CH:27][CH:26]=2)=[CH:12][C:11]=1[F:31])(=[O:9])=[O:8].C([SiH](CC)CC)C.FC(F)(F)C(O)=O>ClCCl>[F:31][C:11]1[CH:12]=[C:13]([O:17][C@H:18]2[CH2:22][C@H:21]([O:23][CH3:24])[CH2:20][C@@H:19]2[C:25]2[N:29]([CH3:30])[N:28]=[CH:27][CH:26]=2)[C:14]([F:16])=[CH:15][C:10]=1[S:7]([NH:6][C:32]1[CH:37]=[CH:36][N:35]=[CH:34][N:33]=1)(=[O:8])=[O:9]. Procedure details: The reaction and aftertreatment were conducted in the same manner as in Example 1b by using the N-(2,4-dimethoxybenzyl)-2,5-difluoro-4-{[(1S*,2R*,4R*)-4-methoxy-2-(1-methyl-1H-pyrazol-5-yl)cyclopentyl]oxy}-N-(pyrimidin-4-yl)benzenesulfonamide (65.0 mg, 0.106 mmol) prepared in Example 121d, triethylsilane (0.10 mL), trifluoroacetic acid (1.0 mL) and dichloromethane (1.0 mL), to yield the title compound (40.0 mg, 81%) as a colorless solid.